Dataset: the Open Reaction Database (ORD), a public repository of structured organic reaction records. Task: describe an organic reaction: reactants, conditions, products, and yield As a reaction SMILES: [CH3:28][O-:29].[CH3:31][OH:32].[Cl:1][c:2]1[n:3][c:4](-[c:20]2[cH:21][cH:22][c:23]([O:26][CH3:27])[cH:24][cH:25]2)[c:5](-[c:10]2[cH:11][cH:12][c:13]([S:16](=[O:17])(=[O:18])[CH3:19])[cH:14][cH:15]2)[cH:6][c:7]1[C:8]#[N:9].[Na+:30]>>[c:2]1([O:29][CH3:28])[n:3][c:4](-[c:20]2[cH:21][cH:22][c:23]([O:26][CH3:27])[cH:24][cH:25]2)[c:5](-[c:10]2[cH:11][cH:12][c:13]([S:16](=[O:17])(=[O:18])[CH3:19])[cH:14][cH:15]2)[cH:6][c:7]1[C:8]#[N:9]. The reactants are C[O-], CO, COc1ccc(-c2nc(Cl)c(C#N)cc2-c2ccc(S(C)(=O)=O)cc2)cc1, [Na+]. Yields the product COc1ccc(-c2nc(OC)c(C#N)cc2-c2ccc(S(C)(=O)=O)cc2)cc1. The reactants are C[C@H](C1=CC=CC=C1)N ((R)-(+)-α-methylbenzylamine), COC1=CC=C2CCC(CC2=C1)C(=O)O (7-methoxy-1,2,3,4-tetrahydronaphthalen-2-carboxylic acid), Cl (HCl). Run in O (water), CC(=O)C (acetone). Yields the product COC1=CC=C2CC[C@@H](CC2=C1)C(=O)O (7-methoxy-1,2,3,4-tetrahydronaphthalen-2(S)-carboxylic acid). Reaction SMILES: C[C@@H](N)C1C=CC=CC=1.[CH3:10][O:11][C:12]1[CH:21]=[C:20]2[C:15]([CH2:16][CH2:17][CH:18]([C:22]([OH:24])=[O:23])[CH2:19]2)=[CH:14][CH:13]=1.Cl>CC(C)=O.O>[CH3:10][O:11][C:12]1[CH:21]=[C:20]2[C:15]([CH2:16][CH2:17][C@H:18]([C:22]([OH:24])=[O:23])[CH2:19]2)=[CH:14][CH:13]=1. Procedure details: (R)-(+)-α-methylbenzylamine (25.8 ml, 0.2 mol) is added to a solution of 7-methoxy-1,2,3,4-tetrahydronaphthalen-2-carboxylic acid racemate (41 g, 0.2 mol) in acetone (800 ml) and after 2 hours at room temperature the obtained salt is recovered by filtration (45.2 g) and crystallized twelve times from acetone until a product with constant [α] of -20.5° (c=1.4%, CHCl3) is obtained. This product is then taken up in water (30 ml) and the obtained solution is made acidic by the addition of concentrat... The solvent is COCCOC (DME), O (water), CCOC(=O)C (EtOAc). Product: C(C)C12C(CCCC3=C1C=C(C(=C3)N)C)CC3(OCCO3)CC2 (rac-(4aR,11bS)-11b-ethyl-10-methyl-1,2,4,4a,5,6,7,11b-octahydrospiro[dibenzo[a,c][7]annulene-3,2′-[1,3]dioxolan]-9-amine). Reagents/catalysts: Cl[Pd]([P](C1=CC=CC=C1)(C2=CC=CC=C2)C3=CC=CC=C3)([P](C4=CC=CC=C4)(C5=CC=CC=C5)C6=CC=CC=C6)Cl (PdCl2(PPh3)2). Isolated yield 53.0%. Reactants: C([O-])([O-])=O.[Cs+].[Cs+] (Cesium carbonate), CB1OB(OB(O1)C)C (2,4,6-trimethyl-1,3,5,2,4,6-trioxatriborinane), BrC=1C(=CC2=C(C3(C(CCC2)CC2(OCCO2)CC3)CC)C1)N (rac-(4aR,11bS)-10-bromo-11b-ethyl-1,2,4,4a,5,6,7,11b-octahydrospiro[dibenzo[a,c][7]annulene-3,2′-[1,3]dioxolan]-9-amine). Reaction SMILES: Br[C:2]1[C:3]([NH2:23])=[CH:4][C:5]2[CH2:11][CH2:10][CH2:9][CH:8]3[CH2:12][C:13]4([CH2:18][CH2:19][C:7]3([CH2:20][CH3:21])[C:6]=2[CH:22]=1)[O:17][CH2:16][CH2:15][O:14]4.[C:24](=O)([O-])[O-].[Cs+].[Cs+].CB1OB(C)OB(C)O1>COCCOC.O.CCOC(C)=O.Cl[Pd](Cl)([P](C1C=CC=CC=1)(C1C=CC=CC=1)C1C=CC=CC=1)[P](C1C=CC=CC=1)(C1C=CC=CC=1)C1C=CC=CC=1>[CH2:20]([C:7]12[CH2:19][CH2:18][C:13]3([O:14][CH2:15][CH2:16][O:17]3)[CH2:12][CH:8]1[CH2:9][CH2:10][CH2:11][C:5]1[CH:4]=[C:3]([NH2:23])[C:2]([CH3:24])=[CH:22][C:6]=12)[CH3:21] |f:1.2.3,^1:54,73|. Run at temperature 90 celsius. Procedure: A mixture of rac-(4aR,11bS)-10-bromo-11b-ethyl-1,2,4,4a,5,6,7,11b-octahydrospiro[dibenzo[a,c][7]annulene-3,2′-[1,3]dioxolan]-9-amine (23, R2=Ethyl) (0.255 g, 0.670 mmol) in DME (6 mL) and water (2 mL) was degassed by bubbling nitrogen through the mixture for about 15 min. Cesium carbonate (0.655 g, 2.011 mmol), 2,4,6-trimethyl-1,3,5,2,4,6-trioxatriborinane (0.168 g, 1.341 mmol) and PdCl2(PPh3)2 (0.024 g, 0.034 mmol) were added and the mixture was heated to about 90° C. for about 22 h. The mixtur... Starting materials: BrCCCOC1=C(C(=C(C=C1)C(C)=O)CCC)O (1-[4-(3-bromopropoxy)-3-hydroxy-2-propylphenyl]ethanone), OC1=C(C(=O)OC)C=CC=C1 (methyl 2-hydroxybenzoate), C([O-])([O-])=O.[K+].[K+] (potassium carbonate). Product: COC(C1=C(C=CC=C1)OCCCOC1=C(C(=C(C=C1)C(C)=O)O)CCC)=O (2-[3-(4-acetyl-3-hydroxy-2-propylphenoxy)propoxy]benzoic acid methyl ester). Isolated yield 62.5%. Reaction SMILES: Br[CH2:2][CH2:3][CH2:4][O:5][C:6]1[CH:11]=[CH:10][C:9]([C:12](=[O:14])[CH3:13])=[C:8]([CH2:15][CH2:16]C)[C:7]=1O.[OH:19][C:20]1[CH:29]=[CH:28][CH:27]=[CH:26][C:21]=1[C:22]([O:24][CH3:25])=[O:23].[C:30](=[O:33])([O-])[O-].[K+].[K+]>>[CH3:25][O:24][C:22](=[O:23])[C:21]1[CH:26]=[CH:27][CH:28]=[CH:29][C:20]=1[O:19][CH2:2][CH2:3][CH2:4][O:5][C:6]1[CH:11]=[CH:10][C:9]([C:12](=[O:14])[CH3:13])=[C:30]([OH:33])[C:7]=1[CH2:8][CH2:15][CH3:16] |f:2.3.4|. Reported procedure: A mixture of 1.5 g of 1-[4-(3-bromopropoxy)-3-hydroxy-2-propylphenyl]ethanone, 0.73 g of methyl 2-hydroxybenzoate and 1.0 g of potassium carbonate was allowed to react according to Example 79 to give 1.15 g (62% yield) of 2-[3-(4-acetyl-3-hydroxy-2-propylphenoxy)propoxy]benzoic acid methyl ester, the title compound as an oil. Reaction SMILES: [Cl:1][c:2]1[n:3][c:4]([NH:19][CH3:20])[c:5]2[n:6][cH:7][n:8]([CH2:11][c:12]3[c:13]([F:18])[cH:14][cH:15][cH:16][cH:17]3)[c:9]2[n:10]1.[NH3:21]>>[c:2]1([NH2:21])[n:3][c:4]([NH:19][CH3:20])[c:5]2[n:6][cH:7][n:8]([CH2:11][c:12]3[c:13]([F:18])[cH:14][cH:15][cH:16][cH:17]3)[c:9]2[n:10]1. Reactants: CNc1nc(Cl)nc2c1ncn2Cc1ccccc1F, N. The product is CNc1nc(N)nc2c1ncn2Cc1ccccc1F. The product is Nc1ccc2nc(S)sc2c1. Reactants: O=[N+]([O-])c1ccc2nc(S)sc2c1, [Na], O, S. As a reaction SMILES: [N+:3]([O-:4])(=[O:5])[c:6]1[cH:7][c:8]2[c:9]([n:10][c:11]([SH:13])[s:12]2)[cH:14][cH:15]1.[Na:2].[OH2:16].[SH2:1]>>[NH2:3][c:6]1[cH:7][c:8]2[c:9]([n:10][c:11]([SH:13])[s:12]2)[cH:14][cH:15]1. RXN SMILES: [Al+3:2].[Br:7][c:8]1[c:9]([C:10](=[O:11])[OH:12])[cH:13][c:14]([S:17](=[O:18])(=[O:19])[n:20]2[cH:21][cH:22][c:23]3[cH:24][cH:25][cH:26][cH:27][c:28]23)[cH:15][cH:16]1.[H-:1].[H-:4].[H-:5].[H-:6].[Li+:3].[O:29]1[CH2:30][CH2:31][CH2:32][CH2:33]1.[OH2:34]>>[Br:7][c:8]1[c:9]([CH2:10][OH:11])[cH:13][c:14]([S:17](=[O:18])(=[O:19])[n:20]2[cH:21][cH:22][c:23]3[cH:24][cH:25][cH:26][cH:27][c:28]23)[cH:15][cH:16]1. Product: O=S(=O)(c1ccc(Br)c(CO)c1)n1ccc2ccccc21. Reactants: [Al+3], O=C(O)c1cc(S(=O)(=O)n2ccc3ccccc32)ccc1Br, [H-], [H-], [H-], [H-], [Li+], C1CCOC1, O. Reactants: C=CCOC1OC(COC(c2ccccc2)(c2ccccc2)c2ccccc2)C(OCc2ccccc2)C(OCc2ccccc2)C1OCc1ccccc1, CC#N, ClCCl, [Na+], O=C([O-])O, O. The product is C=CCOC1OC(CO)C(OCc2ccccc2)C(OCc2ccccc2)C1OCc1ccccc1. As a reaction SMILES: [CH2:1]([c:2]1[cH:3][cH:4][cH:5][cH:6][cH:7]1)[O:8][CH:9]1[CH:10]([O:11][CH2:12][CH:13]=[CH2:14])[O:15][CH:16]([CH2:35][O:36][C:37]([c:38]2[cH:39][cH:40][cH:41][cH:42][cH:43]2)([c:44]2[cH:45][cH:46][cH:47][cH:48][cH:49]2)[c:50]2[cH:51][cH:52][cH:53][cH:54][cH:55]2)[CH:17]([O:27][CH2:28][c:29]2[cH:30][cH:31][cH:32][cH:33][cH:34]2)[CH:18]1[O:19][CH2:20][c:21]1[cH:22][cH:23][cH:24][cH:25][cH:26]1.[CH3:62][C:63]#[N:64].[Cl:65][CH2:66][Cl:67].[Na+:60].[O-:56][C:57]([OH:58])=[O:59].[OH2:61]>>[CH2:1]([c:2]1[cH:3][cH:4][cH:5][cH:6][cH:7]1)[O:8][CH:9]1[CH:10]([O:11][CH2:12][CH:13]=[CH2:14])[O:15][CH:16]([CH2:35][OH:36])[CH:17]([O:27][CH2:28][c:29]2[cH:30][cH:31][cH:32][cH:33][cH:34]2)[CH:18]1[O:19][CH2:20][c:21]1[cH:22][cH:23][cH:24][cH:25][cH:26]1. Reactants: [Cl-].[Al+3].[Cl-].[Cl-] (aluminum chloride), BrC(C(=O)Br)CC (2-bromobutyryl bromide), resultant mixture, CN1C(SC2=C1C=CC=C2)=O (3-methyl-2-benzothiazolinone). Solvent: C(=S)=S (carbon disulfide). Reaction conditions: time 30 minute. Product: BrC(C(=O)C=1C=CC2=C(N(C(S2)=O)C)C1)CC (5-(2-bromobutyryl)-3-methyl-2-benzothiazolinone). Yield: 62.1%. As a reaction SMILES: [Cl-].[Al+3].[Cl-].[Cl-].[Br:5][CH:6]([CH2:10][CH3:11])[C:7](Br)=[O:8].[CH3:12][N:13]1[C:17]2[CH:18]=[CH:19][CH:20]=[CH:21][C:16]=2[S:15][C:14]1=[O:22]>C(=S)=S>[Br:5][CH:6]([CH2:10][CH3:11])[C:7]([C:19]1[CH:20]=[CH:21][C:16]2[S:15][C:14](=[O:22])[N:13]([CH3:12])[C:17]=2[CH:18]=1)=[O:8] |f:0.1.2.3|. Procedure: A mixture of aluminum chloride (120 g) and 2-bromobutyryl bromide (48 g) in carbon disulfide (120 ml) was stirred for 30 minutes at ambient temperature. To the resultant mixture was added 3-methyl-2-benzothiazolinone (23 g) and the mixture was stirred for an hour at ambient temperature. The solvent was removed by evaporation at 60°-70° C. and stirred for an hour under the same condition. The reaction mixture was poured into ice-water (360 g) and extracted with chloroform (100 ml×2). The extract ...